Dataset: the Open Reaction Database (ORD), a public repository of structured organic reaction records. Task: describe an organic reaction: reactants, conditions, products, and yield Starting materials: C1(=NNCCCCCCCC1)C1=CCCCCCCCCC1 (DBU), ( 2 ), C1(CC2=CC=CC3=CC=CC1=C23)O (1-acenaphthenol), C1(=CC=CC=C1)P(=O)(C1=CC=CC=C1)N=[N+]=[N-] (diphenylphosphorylazide), O (water). Run in C1(=CC=CC=C1)C (toluene). Run at time 6 hour. Product: C1(CC2=CC=CC3=CC=CC1=C23)N (acenaphthen-1-yl-amine). Isolated yield 62.2%. As a reaction SMILES: [CH:1]1(O)[C:11]2=[C:12]3[C:7](=[CH:8][CH:9]=[CH:10]2)[CH:6]=[CH:5][CH:4]=[C:3]3[CH2:2]1.C1(P([N:28]=[N+]=[N-])(C2C=CC=CC=2)=O)C=CC=CC=1.C1(C2CCCCCCCCCC=2)CCCCCCCCNN=1.O>C1(C)C=CC=CC=1>[CH:1]1([NH2:28])[C:11]2=[C:12]3[C:7](=[CH:8][CH:9]=[CH:10]2)[CH:6]=[CH:5][CH:4]=[C:3]3[CH2:2]1. Procedure details: Acenaphthen-1-one (34 g, 200 mmol) was dissolved in methanol (300 ml). Sodium borohydride (8 g, 200 mmol) was added to this solution under ice-cooling, and the mixture was stirred at room temperature for 1 hr. The reaction mixture was poured into water, and the mixture was extracted with ethyl acetate. The extract was washed with water and saturated brine, dried over magnesium sulfate, and concentrated to give 1-acenaphthenol (33 g) as yellow crystals. (2) To a solution of 1-acenaphthenol (33 g,...